From a dataset of the Open Reaction Database (ORD), a public repository of structured organic reaction records. describe an organic reaction: reactants, conditions, products, and yield Procedure details: The title compound was prepared in analogy to Example 56-1 in Scheme 23 by using 2,4-dichloro-6-methylquinazoline, propane-1,3-diamine and 2,3,4,5-tetrahydro-1,4-benzothiazepine 1-oxide. MS obsd. (ESI+) [(M+H)+] 396, 1H NMR (400 MHz, CD3OD) δ ppm 7.92 (s, 1 H), 7.81-7.79 (d, J=7.6 Hz, 1 H), 7.74-7.72 (d, J=7.6 Hz, 1 H), 7.64-7.50 (m, 4 H), 5.43-5.39 (d, J=15.6 Hz, 1 H), 5.12-5.05 (m, 1 H), 4.81-4.72 (m, 1 H), 4.53-4.46 (m, 2 H), 3.84-3.82 (m, 2 H), 3.52-3.48 (m, 2 H), 3.31-3.29 (m, 2 H), 2.43 (s... The reactants are ClC1=NC2=CC=C(C=C2C(=N1)Cl)C (2,4-dichloro-6-methylquinazoline), C(CCN)N (propane-1,3-diamine), S1(CCNCC2=C1C=CC=C2)=O (2,3,4,5-tetrahydro-1,4-benzothiazepine 1-oxide). Yields the product CC=1C=C2C(=NC(=NC2=CC1)N1CCS(C2=C(C1)C=CC=C2)=O)NCCCN (N-[6-Methyl-2-(1-oxido-2,3-dihydro-1,4-benzothiazepin-4(5H)-yl)quinazolin-4-yl]propane-1,3-diamine). As a reaction SMILES: Cl[C:2]1[N:11]=[C:10](Cl)[C:9]2[C:4](=[CH:5][CH:6]=[C:7]([CH3:13])[CH:8]=2)[N:3]=1.[CH2:14]([NH2:18])[CH2:15][CH2:16][NH2:17].[S:19]1(=[O:30])[C:25]2[CH:26]=[CH:27][CH:28]=[CH:29][C:24]=2[CH2:23][NH:22][CH2:21][CH2:20]1>>[CH3:13][C:7]1[CH:8]=[C:9]2[C:4](=[CH:5][CH:6]=1)[N:3]=[C:2]([N:22]1[CH2:23][C:24]3[CH:29]=[CH:28][CH:27]=[CH:26][C:25]=3[S:19](=[O:30])[CH2:20][CH2:21]1)[N:11]=[C:10]2[NH:17][CH2:16][CH2:15][CH2:14][NH2:18]. Reactants: B(Br)(Br)Br (boron tribromide), COC=1C=C(C=CC1)C1=NOC2=NC=CC=C21 (3-(3-methoxy-phenyl)-isoxazolo[5,4-b]pyridine). Run in ClCCCl (1,2-dichloroethane), ClCCCl (1,2-dichloroethane). Reaction conditions: temperature 50 celsius, time 8 hour. The product is O1N=C(C=2C1=NC=CC2)C=2C=C(C=CC2)O (3-isoxazolo[5,4-b]pyridin-3-yl-phenol). The yield is 90.1%. RXN SMILES: C[O:2][C:3]1[CH:4]=[C:5]([C:9]2[C:17]3[C:12](=[N:13][CH:14]=[CH:15][CH:16]=3)[O:11][N:10]=2)[CH:6]=[CH:7][CH:8]=1.B(Br)(Br)Br>ClCCCl>[O:11]1[C:12]2=[N:13][CH:14]=[CH:15][CH:16]=[C:17]2[C:9]([C:5]2[CH:4]=[C:3]([OH:2])[CH:8]=[CH:7][CH:6]=2)=[N:10]1. Reported procedure: Combine 3-(3-methoxy-phenyl)-isoxazolo[5,4-b]pyridine (4.97 g, 21.97 mmol) and 1,2-dichloroethane (anhydrous, 50 mL), under a nitrogen atmosphere and cool (˜5° C.). Add a solution of boron tribromide (19.26 g, 77.89 mmol) in 1,2-dichloroethane (20 mL), dropwise and stir at 50° C. overnight. Cool (0° C.) the reaction mixture and quench with a solution of sodium hydrogen carbonate, dropwise. Pour the reaction mixture over a solution of dilute sodium hydrogen carbonate (˜300 mL) and stir for 1 hour... The reactants are ClC1=NC=CC(=C1NC)I ((2-chloro-4-iodo-pyridin-3-yl)-methyl-amine), FC1=CC(=C(C=C1)B(O)O)OC (4-fluoro-2-methoxyphenylboronic acid). Yields the product ClC1=NC=CC(=C1NC)C1=C(C=C(C=C1)F)OC ([2-Chloro-4-(4-fluoro-2-methoxy-phenyl)-pyridin-3-yl]-methyl-amine). RXN SMILES: [Cl:1][C:2]1[C:7]([NH:8][CH3:9])=[C:6](I)[CH:5]=[CH:4][N:3]=1.[F:11][C:12]1[CH:17]=[CH:16][C:15](B(O)O)=[C:14]([O:21][CH3:22])[CH:13]=1>>[Cl:1][C:2]1[C:7]([NH:8][CH3:9])=[C:6]([C:15]2[CH:16]=[CH:17][C:12]([F:11])=[CH:13][C:14]=2[O:21][CH3:22])[CH:5]=[CH:4][N:3]=1. Procedure: The title compound was prepared in analogy to example 72, from (2-chloro-4-iodo-pyridin-3-yl)-methyl-amine and 4-fluoro-2-methoxyphenylboronic acid (CAS RN 179899-07-1). The compound was purified by silica gel chromatography on a 20 g column using a MPLC system eluting with a gradient of n-heptane:EtOAc (100:0 to 60:40). Light yellow solid (78%). MS (ESI): m/z=267.07 [M+H]+. Starting materials: ice, N (ammonia), Cl (hydrochloric acid), C(C)N(CCCN1N=C(C2=CC=CC=C12)NCCCN(CC)CC)CC (1-(3-diethylaminopropyl)-3-(3-diethylaminopropylamino)indazole), [N+](=O)(O)[O-] (nitric acid). Reagents/catalysts: [Fe] (iron). The solvent is C(Cl)(Cl)Cl (chloroform), O (water), S(O)(O)(=O)=O (sulfuric acid), S(O)(O)(=O)=O (sulfuric acid), O (water), C1=CC=CC=C1 (benzene). Run at time 2 hour. Yields the product C(C)N(CCCN1N=C(C2=CC(=CC=C12)N)NCCCN(CC)CC)CC (1-(3-diethylaminopropyl)-3-(3-diethylaminopropylamino)-5-aminoindazole). The yield is 49.0%. As a reaction SMILES: [CH2:1]([N:3]([CH2:25][CH3:26])[CH2:4][CH2:5][CH2:6][N:7]1[C:15]2[C:10](=[CH:11][CH:12]=[CH:13][CH:14]=2)[C:9]([NH:16][CH2:17][CH2:18][CH2:19][N:20]([CH2:23][CH3:24])[CH2:21][CH3:22])=[N:8]1)[CH3:2].[N+:27]([O-])(O)=O.N.Cl>S(=O)(=O)(O)O.C1C=CC=CC=1.[Fe].C(Cl)(Cl)Cl.O>[CH2:25]([N:3]([CH2:1][CH3:2])[CH2:4][CH2:5][CH2:6][N:7]1[C:15]2[C:10](=[CH:11][C:12]([NH2:27])=[CH:13][CH:14]=2)[C:9]([NH:16][CH2:17][CH2:18][CH2:19][N:20]([CH2:21][CH3:22])[CH2:23][CH3:24])=[N:8]1)[CH3:26]. Procedure: In 2.58 ml of sulfuric acid was dissolved 1.7 g of the 1-(3-diethylaminopropyl)-3-(3-diethylaminopropylamino)indazole. To the solution were added dropwise 0.41 ml of nitric acid(d =1.42) and 0.41 ml of sulfuric acid (specific gravity 1.84) under cooling with ice. The solution was stirred for 2 hours at 5°-10° C. and added to 12.1 ml of ice and water. The pH of the solution was adjusted to at least 11 with an aqueous ammonia solution, and the solution was extracted with chloroform. The chloroform... Reactants: CC(C)(c1ccccc1)n1nnc(-c2ccccc2-c2ccc(CBr)cc2)n1, CCCCn1cc(C(=O)O)c2ccccc21, [Pd]. The product is CCCCn1c(Cc2ccc(-c3ccccc3-c3nnn(C(C)(C)c4ccccc4)n3)cc2)c(C(=O)O)c2ccccc21. RXN SMILES: [Br:1][CH2:2][c:3]1[cH:4][cH:5][c:6](-[c:9]2[c:10](-[c:15]3[n:16][n:17][n:18]([C:20]([CH3:21])([c:22]4[cH:23][cH:24][cH:25][cH:26][cH:27]4)[CH3:28])[n:19]3)[cH:11][cH:12][cH:13][cH:14]2)[cH:7][cH:8]1.[CH2:29]([CH2:30][CH2:31][CH3:32])[n:33]1[cH:34][c:35]([C:42](=[O:43])[OH:44])[c:36]2[cH:37][cH:38][cH:39][cH:40][c:41]12.[Pd:45]>>[CH2:2]([c:3]1[cH:4][cH:5][c:6](-[c:9]2[c:10](-[c:15]3[n:16][n:17][n:18]([C:20]([CH3:21])([c:22]4[cH:23][cH:24][cH:25][cH:26][cH:27]4)[CH3:28])[n:19]3)[cH:11][cH:12][cH:13][cH:14]2)[cH:7][cH:8]1)[c:34]1[n:33]([CH2:29][CH2:30][CH2:31][CH3:32])[c:41]2[c:36]([c:35]1[C:42](=[O:43])[OH:44])[cH:37][cH:38][cH:39][cH:40]2. Starting materials: CSC(Cc1ccc2c(c1)OCO2)S(C)=O, COCCOC, [Cl-], O, O. Product: O=CCc1ccc2c(c1)OCO2. Reaction SMILES: [CH2:1]1[O:2][c:3]2[cH:4][c:5]([CH2:10][CH:11]([S:12]([CH3:13])=[O:14])[S:15][CH3:16])[cH:6][cH:7][c:8]2[O:9]1.[CH3:20][O:21][CH2:22][CH2:23][O:24][CH3:25].[Cl-:19].[OH2:17].[OH2:18]>>[CH2:1]1[O:2][c:3]2[cH:4][c:5]([CH2:10][CH:11]=[O:17])[cH:6][cH:7][c:8]2[O:9]1. Starting materials: C12C(C(C(CC1)CC2)=O)=O (bicyclo[2.2.2]octane-2,3-dione), COP(OC)(=O)CC(CC(C)(C)C)=O ((4,4-dimethyl-2-oxo-pentyl)-phosphonic acid dimethyl ester), O.NN (hydrazine monohydrate). Yields the product CC(CC=1N=NC=2C3CCC(C2C1)CC3)(C)C (3-(2,2-Dimethylpropyl)-5,6,7,8-tetrahydro-5,8-ethanocinnoline). As a reaction SMILES: [CH:1]12[CH2:8][CH2:7][CH:4]([CH2:5][CH2:6]1)[C:3](=O)[C:2]2=O.COP([CH2:17][C:18](=O)[CH2:19][C:20]([CH3:23])([CH3:22])[CH3:21])(=O)OC.O.[NH2:26][NH2:27]>>[CH3:21][C:20]([CH3:23])([CH3:22])[CH2:19][C:18]1[N:26]=[N:27][C:2]2[CH:1]3[CH2:8][CH2:7][CH:4]([C:3]=2[CH:17]=1)[CH2:5][CH2:6]3 |f:2.3|. Procedure details: White solid MS (ESI): 231.1 (MH+). Prepared from bicyclo[2.2.2]octane-2,3-dione, (4,4-dimethyl-2-oxo-pentyl)-phosphonic acid dimethyl ester, hydrazine monohydrate.